describe an organic reaction: reactants, conditions, products, and yield From a dataset of the Open Reaction Database (ORD), a public repository of structured organic reaction records. Reactants: O1C=CC=2C1=NC=CC2 (furo[2,3-b]pyridine), C(C)(C)C1(N=C(NC1=S)C1=C(C=C2C(=N1)SC=C2)C(=O)O)C (6-(4-isopropyl-4-methyl-5-thioxo-2-imidazolin-2-yl)-thieno[2,3-b]pyridine-5-carboxylic acid). Yields the product C(C)(C)C1(N=C(NC1=S)C1=C(C=C2C(=N1)OC=C2)C(=O)O)C (6-(4-isopropyl-4-methyl-5-thioxo-2-imidazolin-2-yl)-furo[2,3-b]pyridine-5-carboxylic acid). Reaction SMILES: [O:1]1C2=NC=CC=C2C=C1.[CH:10]([C:13]1([CH3:31])[C:17](=[S:18])[NH:16][C:15]([C:19]2[N:24]=[C:23]3S[CH:26]=[CH:27][C:22]3=[CH:21][C:20]=2[C:28]([OH:30])=[O:29])=[N:14]1)([CH3:12])[CH3:11]>>[CH:10]([C:13]1([CH3:31])[C:17](=[S:18])[NH:16][C:15]([C:19]2[N:24]=[C:23]3[O:1][CH:26]=[CH:27][C:22]3=[CH:21][C:20]=2[C:28]([OH:30])=[O:29])=[N:14]1)([CH3:12])[CH3:11]. Reported procedure: In the same manner as described above for the furo[2,3-b]pyridine compound, 6-(4-isopropyl-4-methyl-5-thioxo-2-imidazolin-2-yl)-thieno[2,3-b]pyridine-5-carboxylic acid is prepared in 37% yield having a mp 242° C.